This data is from the Open Reaction Database (ORD), a public repository of structured organic reaction records. The task is: describe an organic reaction: reactants, conditions, products, and yield Starting materials: [Al+3], [Cl-], [Cl-], [Cl-], O=C(Cl)CCl, ClCCCl, O=C(c1cc[nH]c1)c1ccc2ccccc2c1. Yields the product O=C(c1c[nH]c(C(=O)CCl)c1)c1ccc2ccccc2c1. RXN SMILES: [Al+3:24].[Cl-:23].[Cl-:25].[Cl-:26].[Cl:18][CH2:19][C:20](=[O:21])[Cl:22].[Cl:27][CH2:28][CH2:29][Cl:30].[cH:1]1[c:2]([C:11](=[O:12])[c:13]2[cH:14][nH:15][cH:16][cH:17]2)[cH:3][cH:4][c:5]2[cH:6][cH:7][cH:8][cH:9][c:10]12>>[cH:1]1[c:2]([C:11](=[O:12])[c:13]2[cH:14][nH:15][c:16]([C:20]([CH2:19][Cl:18])=[O:21])[cH:17]2)[cH:3][cH:4][c:5]2[cH:6][cH:7][cH:8][cH:9][c:10]12. Reactants: O=C1c2ccccc2C(=O)N1CCBr, CN(C)C=O, C1=CC2NCCCN2CCC1, Nc1cc[nH]c(=S)n1. The product is Nc1ccnc(SCCN2C(=O)c3ccccc3C2=O)n1. Reaction SMILES: [Br:9][CH2:10][CH2:11][N:12]1[C:13](=[O:22])[c:14]2[c:15]([cH:18][cH:19][cH:20][cH:21]2)[C:16]1=[O:17].[CH3:34][N:35]([CH3:36])[CH:37]=[O:38].[N:23]12[CH2:24][CH2:25][CH2:26][NH:27][CH:28]1[CH:29]=[CH:30][CH2:31][CH2:32][CH2:33]2.[nH:1]1[c:2](=[S:3])[n:4][c:5]([NH2:6])[cH:7][cH:8]1>>[n:1]1[c:2]([S:3][CH2:10][CH2:11][N:12]2[C:13](=[O:22])[c:14]3[c:15]([cH:18][cH:19][cH:20][cH:21]3)[C:16]2=[O:17])[n:4][c:5]([NH2:6])[cH:7][cH:8]1. Reactants: COC(C(C)(C)NC(=O)C1=C(C2=CC=CC(=C2C=C1)F)OCOC)=O (2-{[5-fluoro-1-(methoxymethoxyl)-naphthalene-2-carbonyl]-amino}-2-methyl-propionic acid methyl ester), B(Cl)(Cl)Cl (BCl3). Run in ClCCl (dichloromethane), ClCCl (dichloromethane), [Cl-].[Na+].O (brine). Conditions: temperature -67.5 celsius, time 10 minute. The product is COC(C(C)(C)NC(=O)C1=C(C2=CC=CC(=C2C=C1)F)O)=O (2-{[5-fluoro-1-(hydroxy)-naphthalene-2-carbonyl]-amino}-2-methyl-propionic acid methyl ester). Isolated yield 94.1%. RXN SMILES: [CH3:1][O:2][C:3](=[O:25])[C:4]([NH:7][C:8]([C:10]1[CH:19]=[CH:18][C:17]2[C:12](=[CH:13][CH:14]=[CH:15][C:16]=2[F:20])[C:11]=1[O:21]COC)=[O:9])([CH3:6])[CH3:5].B(Cl)(Cl)Cl>ClCCl.[Cl-].[Na+].O>[CH3:1][O:2][C:3](=[O:25])[C:4]([NH:7][C:8]([C:10]1[CH:19]=[CH:18][C:17]2[C:12](=[CH:13][CH:14]=[CH:15][C:16]=2[F:20])[C:11]=1[OH:21])=[O:9])([CH3:6])[CH3:5] |f:3.4.5|. Procedure details: To a stirred solution of 0.107 g of 2-{[5-fluoro-1-(methoxymethoxyl)-naphthalene-2-carbonyl]-amino}-2-methyl-propionic acid methyl ester in 3 ml of dichloromethane at −65 to −70° C. was added by syringe 0.344 ml of 1M BCl3 in dichloromethane. The mixture was stirred for 10 minutes at −65 to −70° C. after which it was allowed to warm to RT and stirred at RT for 0.5 h. The mixture was poured into brine, extracted twice with ethyl acetate, dried, filtered and concentrated to an oil, which was chrom... The reactants are ClC=1C=C(N)C=CC1Cl (3,4-dichloroaniline), Cl.ClCCN(C)C (1-chloro-2-dimethylaminoethane hydrochloride), C([O-])([O-])=O.[Na+].[Na+] (sodium carbonate). Run in C1(=CC=CC=C1)C (toluene). The product is CN(CCNC1=CC(=C(C=C1)Cl)Cl)C (N,N-dimethyl-N'-(3,4-dichlorophenyl)ethylenediamine). As a reaction SMILES: [Cl:1][C:2]1[CH:3]=[C:4]([CH:6]=[CH:7][C:8]=1[Cl:9])[NH2:5].Cl.Cl[CH2:12][CH2:13][N:14]([CH3:16])[CH3:15].C(=O)([O-])[O-].[Na+].[Na+]>C1(C)C=CC=CC=1>[CH3:15][N:14]([CH3:16])[CH2:13][CH2:12][NH:5][C:4]1[CH:6]=[CH:7][C:8]([Cl:9])=[C:2]([Cl:1])[CH:3]=1 |f:1.2,3.4.5|. Procedure: In the manner given in Example 5, 3,4-dichloroaniline, 1-chloro-2-dimethylaminoethane hydrochloride and sodium carbonate are heated in toluene to give N,N-dimethyl-N'-(3,4-dichlorophenyl)ethylenediamine. Reactants: ClC=1C=C(OCC(=O)Cl)C=C(C1)OC1=CC(=CC(=C1)C#N)Cl ([3-chloro-5-(3-chloro-5-cyanophenoxy)phenoxy]acetyl chloride), ClC1=C(N)C=CC(=C1)S(=O)(=O)C (2-chloro-4-methylsulfonylaniline), CCN(C(C)C)C(C)C (DIEA). The solvent is CN(C)C=O (DMF). The product is ClC=1C=C(OCC(=O)NC2=C(C=C(C=C2)S(=O)(=O)C)Cl)C=C(C1)OC1=CC(=CC(=C1)C#N)Cl (2-[3-chloro-5-(3-chloro-5-cyanophenoxy)phenoxy]-N-[2-chloro-4-(methylsulfonyl)phenyl]acetamide). As a reaction SMILES: [Cl:1][C:2]1[CH:3]=[C:4]([CH:10]=[C:11]([O:13][C:14]2[CH:19]=[C:18]([C:20]#[N:21])[CH:17]=[C:16]([Cl:22])[CH:15]=2)[CH:12]=1)[O:5][CH2:6][C:7](Cl)=[O:8].[Cl:23][C:24]1[CH:30]=[C:29]([S:31]([CH3:34])(=[O:33])=[O:32])[CH:28]=[CH:27][C:25]=1[NH2:26].CCN(C(C)C)C(C)C>CN(C=O)C>[Cl:1][C:2]1[CH:3]=[C:4]([CH:10]=[C:11]([O:13][C:14]2[CH:19]=[C:18]([C:20]#[N:21])[CH:17]=[C:16]([Cl:22])[CH:15]=2)[CH:12]=1)[O:5][CH2:6][C:7]([NH:26][C:25]1[CH:27]=[CH:28][C:29]([S:31]([CH3:34])(=[O:33])=[O:32])=[CH:30][C:24]=1[Cl:23])=[O:8]. Procedure details: A DMF solution (0.5 mL) of 29 mg (0.081 mmol) of [3-chloro-5-(3-chloro-5-cyanophenoxy)phenoxy]acetyl chloride (5-4), 33 mg (0.163 mmol) of 2-chloro-4-methylsulfonylaniline (5-5) and 21 mg (0.163 mmol) of DIEA were stirred at 25° C. until the reaction would not proceed any further. This solution was loaded directly onto a CombiFlash silica gel column eluted with EtOAc:hexanes (3:97 to 100:0). Clean fractions were combined and concentrated in vacuo to give the desired product 5-6 as a white solid.... The reactants are NC1=C(C#N)C=C(C=C1)C (2-Amino-5-methylbenzonitrile), S(N)(=O)(=O)Cl (sulfamoyl chloride). Yields the product C(#N)C1=C(C=CC(=C1)C)NS(=O)(=O)N (N-(2-cyano-4-methylphenyl)sulfamide). Reaction SMILES: [NH2:1][C:2]1[CH:9]=[CH:8][C:7]([CH3:10])=[CH:6][C:3]=1[C:4]#[N:5].[S:11](Cl)(=[O:14])(=[O:13])[NH2:12]>>[C:4]([C:3]1[CH:6]=[C:7]([CH3:10])[CH:8]=[CH:9][C:2]=1[NH:1][S:11]([NH2:12])(=[O:14])=[O:13])#[N:5]. Procedure: Prepared as in Example 77a from 2-amino-5-methylbenzonitrile (Example 14b) and sulfamoyl chloride.